This data is from the Open Reaction Database (ORD), a public repository of structured organic reaction records. The task is: describe an organic reaction: reactants, conditions, products, and yield Starting materials: solid, [OH-].[K+] (potassium hydroxide), BrC=1C=CC=2N(C3=CC=CC=C3C2C1)C=C.BrC=1C=CC=2NC3=CC=CC=C3C2C1 (3-Bromo-9-vinylcarbazole 3-Bromocarbazole), ClCCOS(=O)(=O)C=1C(=CC=CC1)C (β-chloroethyltoluenesulfonate), [OH-].[Na+] (sodium hydroxide), ClCCOS(=O)(=O)C=1C(=CC=CC1)C (β-chloroethyltoluenesulfonate), [OH-].[Na+] (sodium hydroxide), [OH-].[K+] (potassium hydroxide), BrC=1C=CC=2N(C3=CC=CC=C3C2C1)CCCl (3-bromo-9-(2-chloroethyl)-carbazole). Solvent: C(C)OCC (diethyl ether), O1CCCC1 (tetrahydrofuran), CC(=O)C (acetone), O (water), O (water), C(C)O (ethanol). Conditions: time 24 hour. Yields the product BrC=1C=CC=2N(C3=CC=CC=C3C2C1)C=C (3-bromo-9-vinylcarbazole). Isolated yield 51.2%. Reaction SMILES: [Br:1][C:2]1[CH:3]=[CH:4][C:5]2[N:6]([CH:15]=[CH2:16])[C:7]3[C:12]([C:13]=2[CH:14]=1)=[CH:11][CH:10]=[CH:9][CH:8]=3.BrC1C=CC2NC3C(C=2C=1)=CC=CC=3.ClCCOS(C1C(C)=CC=CC=1)(=O)=O.[OH-].[Na+].BrC1C=CC2N(CCCl)C3C(C=2C=1)=CC=CC=3.[OH-].[K+]>CC(C)=O.O.C(OCC)C.O1CCCC1.C(O)C>[Br:1][C:2]1[CH:3]=[CH:4][C:5]2[N:6]([CH:15]=[CH2:16])[C:7]3[C:12]([C:13]=2[CH:14]=1)=[CH:11][CH:10]=[CH:9][CH:8]=3 |f:0.1,3.4,6.7|. Procedure: 3-Bromo-9-vinylcarbazole-3-Bromocarbazole (24.6 g, 0.1 mole) was dissolved in acetone. To it was added β-chloroethyltoluenesulfonate (31.68 g, 0.135 moles) and sodium hydroxide (13 g, 0.325 mole) dissolved in 10 ml of distilled water. The mixture was brought to reflux. After 24 hours, equal amounts of β-chloroethyltoluenesulfonate, sodium hydroxide, and water were added. Refluxing was continued until 3-bromo-9-(2-chloroethyl)-carbazole was formed in >95 percent yield as judged by GLPC analysis. ... The reactants are CC(C)C[AlH]CC(C)C, COC(=O)c1cnc(Cl)c(C)c1, ClCCl. Yields the product Cc1cc(CO)cnc1Cl. RXN SMILES: [CH3:13][CH:14]([CH2:15][AlH:16][CH2:17][CH:18]([CH3:19])[CH3:20])[CH3:21].[Cl:1][c:2]1[c:3]([CH3:12])[cH:4][c:5]([C:8](=[O:9])[O:10][CH3:11])[cH:6][n:7]1.[Cl:22][CH2:23][Cl:24]>>[Cl:1][c:2]1[c:3]([CH3:12])[cH:4][c:5]([CH2:8][OH:9])[cH:6][n:7]1. The reactants are NC1=CC2=C(C(N1)=O)N(C=N2)[C@H]2[C@@H](OCC1=CC=CC=C1)[C@H](OCC1=CC=CC=C1)[C@H](O2)COCC2=CC=CC=C2 (6-amino-3-(2,3,5-tri-O-benzyl-β-D-arabinofuranosyl)-3,5-dihydro-4H-imidazo-[4,5-c]pyridin-4-one), C(C)(=O)O (acetic acid), COC(C)O (methoxyethanol). Reagents/catalysts: [Pd] (palladium on carbon). The solvent is O (water). Yields the product NC1=CC2=C(C(N1)=O)N(C=N2)[C@H]2[C@@H](O)[C@H](O)[C@H](O2)CO (6-amino-3-β-D-arabinofuranosyl-3,5-dihydro-4H-imidazo[4,5-c]pyridin-4-one). Isolated yield 13.9%. RXN SMILES: [NH2:1][C:2]1[NH:7][C:6](=[O:8])[C:5]2[N:9]([C@@H:12]3[O:32][C@H:31]([CH2:33][O:34]CC4C=CC=CC=4)[C@@H:22]([O:23]CC4C=CC=CC=4)[C@@H:13]3[O:14]CC3C=CC=CC=3)[CH:10]=[N:11][C:4]=2[CH:3]=1.C(O)(=O)C.COC(O)C>[Pd].O>[NH2:1][C:2]1[NH:7][C:6](=[O:8])[C:5]2[N:9]([C@@H:12]3[O:32][C@H:31]([CH2:33][OH:34])[C@@H:22]([OH:23])[C@@H:13]3[OH:14])[CH:10]=[N:11][C:4]=2[CH:3]=1. Procedure: A mixture of 5.9 g of 6-amino-3-(2,3,5-tri-O-benzyl-β-D-arabinofuranosyl)-3,5-dihydro-4H-imidazo-[4,5-c]pyridin-4-one, one g of 20% palladium on carbon, 5 ml of acetic acid, and 95 ml of methoxyethanol is hydrogenated at 50° C. and ca 3 atmospheres until hydrogen uptake ceases, the mixture is filtered, evaporated in vacuo, and co-evaporated with xylenes to provide a syrup which is dissolved in water and treated with 50 ml of wet IR-45 ion exchange resin. The resin is filtered, washed several tim... Reported procedure: N-Cyclohexyl-N-ethyl 4-(1H-benzimidazylmethyl)benzamide was prepared by the method of Example 9 starting with N-ethylcyclohexylamine and reacting with trimethylaluminium and ethyl 4-(1H-benzimidazylmethyl)benzoate. The reactants are C(C)NC1CCCCC1 (N-ethylcyclohexylamine), C[Al](C)C (trimethylaluminium), N1(C=NC2=C1C=CC=C2)CC2=CC=C(C(=O)OCC)C=C2 (ethyl 4-(1H-benzimidazylmethyl)benzoate). The product is C1(CCCCC1)N(C(C1=CC=C(C=C1)CN1C=NC2=C1C=CC=C2)=O)CC (N-Cyclohexyl-N-ethyl 4-(1H-benzimidazylmethyl)benzamide). Reaction SMILES: [CH2:1]([NH:3][CH:4]1[CH2:9][CH2:8][CH2:7][CH2:6][CH2:5]1)[CH3:2].C[Al](C)C.[N:14]1([CH2:23][C:24]2[CH:34]=[CH:33][C:27]([C:28]([O:30]CC)=O)=[CH:26][CH:25]=2)[C:18]2[CH:19]=[CH:20][CH:21]=[CH:22][C:17]=2[N:16]=[CH:15]1>>[CH:4]1([N:3]([CH2:1][CH3:2])[C:28](=[O:30])[C:27]2[CH:26]=[CH:25][C:24]([CH2:23][N:14]3[C:18]4[CH:19]=[CH:20][CH:21]=[CH:22][C:17]=4[N:16]=[CH:15]3)=[CH:34][CH:33]=2)[CH2:9][CH2:8][CH2:7][CH2:6][CH2:5]1.